Dataset: the Open Reaction Database (ORD), a public repository of structured organic reaction records. Task: describe an organic reaction: reactants, conditions, products, and yield Starting materials: CCO, [H][H], O=[N+]([O-])c1ccc2c(c1)c(-c1nc3ccc(CN4CCOCC4)cc3[nH]1)nn2C1CCCCO1. The product is Nc1ccc2c(c1)c(-c1nc3ccc(CN4CCOCC4)cc3[nH]1)nn2C1CCCCO1. Reaction SMILES: [CH3:37][CH2:38][OH:39].[H:35][H:36].[N+:1]([O-:2])(=[O:3])[c:4]1[cH:5][c:6]2[c:7](-[c:19]3[n:20][c:21]4[c:22]([nH:23]3)[cH:24][c:25]([CH2:28][N:29]3[CH2:30][CH2:31][O:32][CH2:33][CH2:34]3)[cH:26][cH:27]4)[n:8][n:9]([CH:13]3[O:14][CH2:15][CH2:16][CH2:17][CH2:18]3)[c:10]2[cH:11][cH:12]1>>[NH2:1][c:4]1[cH:5][c:6]2[c:7](-[c:19]3[n:20][c:21]4[c:22]([nH:23]3)[cH:24][c:25]([CH2:28][N:29]3[CH2:30][CH2:31][O:32][CH2:33][CH2:34]3)[cH:26][cH:27]4)[n:8][n:9]([CH:13]3[O:14][CH2:15][CH2:16][CH2:17][CH2:18]3)[c:10]2[cH:11][cH:12]1. The reactants are C1N2CN3CN1CN(C2)C3, CC(=O)O, ClCc1ccc2c(c1)Cc1cccnc1O2, Cl, O. The product is O=Cc1ccc2c(c1)Cc1cccnc1O2. Reaction SMILES: [CH2:17]1[N:18]2[CH2:19][N:20]3[CH2:21][N:22]([CH2:23]2)[CH2:24][N:25]1[CH2:26]3.[CH3:27][C:28]([OH:29])=[O:30].[Cl:1][CH2:2][c:3]1[cH:4][cH:5][c:6]2[c:7]([cH:16]1)[CH2:8][c:9]1[c:10]([n:11][cH:12][cH:13][cH:14]1)[O:15]2.[ClH:31].[OH2:32]>>[CH:2]([c:3]1[cH:4][cH:5][c:6]2[c:7]([cH:16]1)[CH2:8][c:9]1[c:10]([n:11][cH:12][cH:13][cH:14]1)[O:15]2)=[O:29].